The task is: describe an organic reaction: reactants, conditions, products, and yield. This data is from the Open Reaction Database (ORD), a public repository of structured organic reaction records. Starting materials: C[Si](C)(C)C=[N+]=[N-] ((trimethylsilyl)diazomethane), NC1=C(C(=O)O)C=CC(=C1C)Br (2-amino-4-bromo-3-methyl-benzoic acid). Run in C(C)(=O)OCC (ethyl acetate), C(C)O (ethanol). Conditions: time 16 hour. The product is NC1=C(C(=O)OC)C=CC(=C1C)Br (methyl 2-amino-4-bromo-3-methylbenzoate). Yield: 87.9%. As a reaction SMILES: [CH3:1][Si](C=[N+]=[N-])(C)C.[NH2:8][C:9]1[C:17]([CH3:18])=[C:16]([Br:19])[CH:15]=[CH:14][C:10]=1[C:11]([OH:13])=[O:12]>C(OCC)(=O)C.C(O)C>[NH2:8][C:9]1[C:17]([CH3:18])=[C:16]([Br:19])[CH:15]=[CH:14][C:10]=1[C:11]([O:13][CH3:1])=[O:12]. Procedure details: Add (trimethylsilyl)diazomethane (16.5 mL, 33 mmol, 2 M in hexane) to a solution of 2-amino-4-bromo-3-methyl-benzoic acid (3.8 g, 16.5 mmol) in ethyl acetate (50 mL) and ethanol (50 mL) at room temperature and stir the solution for 16 h. Remove the solvent under reduced pressure. Chromatograph the residue over silica gel, eluting with hexanes/ethyl acetate, to afford the title compound (3.54 g, 88%). MS (ES+): 245 (M+H).